This data is from the Open Reaction Database (ORD), a public repository of structured organic reaction records. The task is: describe an organic reaction: reactants, conditions, products, and yield Reactants: OC1=CC(=NC2=CC=CC=C12)C(=O)O (4-Hydroxy-quinoline-2-carboxylic acid), C(CCC)OC(=O)N1CCN(CC1)C(CN)=O (4-(2-Amino-acetyl)-piperazine-1-carboxylic acid butyl ester), C=1C=CC2=C(C1)N=NN2O (HOBT), C(CCl)Cl (EDC). Solvent: CN(C)C=O (DMF), O (water). Run at time 16 hour. Yields the product C(CCC)OC(=O)N1CCN(CC1)C(CNC(=O)C1=NC2=CC=CC=C2C(=C1)O)=O (4-{2-[(4-Hydroxy-quinoline-2-carbonyl)-amino]-acetyl}-piperazine-1-carboxylic acid butyl ester). As a reaction SMILES: [OH:1][C:2]1[C:11]2[C:6](=[CH:7][CH:8]=[CH:9][CH:10]=2)[N:5]=[C:4]([C:12]([OH:14])=O)[CH:3]=1.[CH2:15]([O:19][C:20]([N:22]1[CH2:27][CH2:26][N:25]([C:28](=[O:31])[CH2:29][NH2:30])[CH2:24][CH2:23]1)=[O:21])[CH2:16][CH2:17][CH3:18].C1C=CC2N(O)N=NC=2C=1.C(Cl)CCl>CN(C=O)C.O>[CH2:15]([O:19][C:20]([N:22]1[CH2:23][CH2:24][N:25]([C:28](=[O:31])[CH2:29][NH:30][C:12]([C:4]2[CH:3]=[C:2]([OH:1])[C:11]3[C:6](=[CH:7][CH:8]=[CH:9][CH:10]=3)[N:5]=2)=[O:14])[CH2:26][CH2:27]1)=[O:21])[CH2:16][CH2:17][CH3:18]. Reported procedure: To a solution of 9.5 g of 4-Hydroxy-quinoline-2-carboxylic acid and 12.2 g of 4-(2-Amino-acetyl)-piperazine-1-carboxylic acid butyl ester in 110 ml of DMF, 7.7 g of HOBT and 9.6 g of EDC was added and the reaction mixture was stirred for 16 h at RT. Then, the reaction mixture was diluted with water and extracted with DCM. The combined organic phases were dried over MgSO4 and the solvents were removed under reduced pressure. The isolated crude product was used in the next reaction step. Yield: 23... Product: CCOC(=O)CCc1ccc2c(OC)c(OC)c(OC)cc2c1. RXN SMILES: [CH3:1][O:2][c:3]1[c:4]2[cH:5][cH:6][c:7]([CH:17]=[CH:18][C:19](=[O:20])[O:21][CH2:22][CH3:23])[cH:8][c:9]2[cH:10][c:11]([O:15][CH3:16])[c:12]1[O:13][CH3:14].[CH3:24][OH:25]>>[CH3:1][O:2][c:3]1[c:4]2[cH:5][cH:6][c:7]([CH2:17][CH2:18][C:19](=[O:20])[O:21][CH2:22][CH3:23])[cH:8][c:9]2[cH:10][c:11]([O:15][CH3:16])[c:12]1[O:13][CH3:14]. Starting materials: CCOC(=O)C=Cc1ccc2c(OC)c(OC)c(OC)cc2c1, CO.